Dataset: the Open Reaction Database (ORD), a public repository of structured organic reaction records. Task: describe an organic reaction: reactants, conditions, products, and yield The reactants are BrCCCCCCCCCBr (1,9-Dibromononane), N1=CC=CC2=CC=CC=C12 (quinoline). Run at temperature 65 celsius. Product: [Br-].[Br-].C(CCCCCCCC[N+]1=CC=CC2=CC=CC=C12)[N+]1=CC=CC2=CC=CC=C12 (N,N′-Nonane-1,9-diyl-bis-quinolinium Dibromide). Isolated yield 92.0%. RXN SMILES: [Br:1][CH2:2][CH2:3][CH2:4][CH2:5][CH2:6][CH2:7][CH2:8][CH2:9][CH2:10]Br.[N:12]1[C:21]2[C:16](=[CH:17][CH:18]=[CH:19][CH:20]=2)[CH:15]=[CH:14][CH:13]=1>>[Br-:1].[Br-:1].[CH2:2]([N+:12]1[C:21]2[C:16](=[CH:17][CH:18]=[CH:19][CH:20]=2)[CH:15]=[CH:14][CH:13]=1)[CH2:3][CH2:4][CH2:5][CH2:6][CH2:7][CH2:8][CH2:9][CH2:10][N+:12]1[C:21]2[C:16](=[CH:17][CH:18]=[CH:19][CH:20]=2)[CH:15]=[CH:14][CH:13]=1 |f:2.3.4|. Procedure details: 1,9-Dibromononane (mmol) was added to a solution (30 mL) of dry quinoline, and the solution heated for 24 hours at 65° C. The resulting precipitate was filtered, and the product washed five times with dry diethyl ether. The resulting purple solid was isolated in a 92% yield. 1H NMR (300 MHz, DMSO-D6) δ 9.68 (1H, d, C2-H), 9.34 (1H, d, C3-H), 8.67 (1H, d, C8-H), 8.55 (1H, d, C4-H), 8.27 (2H, m, C5&C7-H), 8.07 (1H, d, C6-H), 5.09 (2H, t, C′1-CH2), 1.95 (2H, m, C′2-CH2), 1.19-1.45 (5H, m, C′3-5-CH2...